This data is from the Open Reaction Database (ORD), a public repository of structured organic reaction records. The task is: describe an organic reaction: reactants, conditions, products, and yield Starting materials: ClCC1=CC=C(C=C1)C(=O)N=C=S (4-(chloromethyl)-1-benzenecarbonyl isothiocyanate), ClCC1=CC=C(C=C1)C(=O)Cl (4-(chloromethyl)-1-benzenecarbonyl chloride), COC=1C=C2C(=CC=NC2=CC1OC)OC1=CC(=C(N)C=C1)F (4-[(6,7-Dimethoxy-4-quinolyl)oxy]-2-fluoroaniline). Solvent: C(C)O (ethanol), C(C)O (ethanol), C1(=CC=CC=C1)C (toluene). Reaction conditions: time 2 hour. The product is ClCC1=CC=C(C=C1)C(=O)N=C=S (4-(Chloromethyl)-1-benzenecarbonyl isothiocyanate), ClCC1=CC=C(C(=O)NC(=S)NC2=C(C=C(C=C2)OC2=CC=NC3=CC(=C(C=C23)OC)OC)F)C=C1 (N-[4-(Chloromethyl)benzoyl]-N′-{4-[(6,7-dimethoxy-4-quinolyl)oxy]-2-fluorophenyl}thiourea). Isolated yield 80.0%. As a reaction SMILES: ClCC1C=CC(C(Cl)=O)=CC=1.[CH3:12][O:13][C:14]1[CH:15]=[C:16]2[C:21](=[CH:22][C:23]=1[O:24][CH3:25])[N:20]=[CH:19][CH:18]=[C:17]2[O:26][C:27]1[CH:33]=[CH:32][C:30]([NH2:31])=[C:29]([F:34])[CH:28]=1.[Cl:35][CH2:36][C:37]1[CH:42]=[CH:41][C:40]([C:43]([N:45]=[C:46]=[S:47])=[O:44])=[CH:39][CH:38]=1>C1(C)C=CC=CC=1.C(O)C>[Cl:35][CH2:36][C:37]1[CH:38]=[CH:39][C:40]([C:43]([N:45]=[C:46]=[S:47])=[O:44])=[CH:41][CH:42]=1.[Cl:35][CH2:36][C:37]1[CH:38]=[CH:39][C:40]([C:43]([NH:45][C:46]([NH:31][C:30]2[CH:32]=[CH:33][C:27]([O:26][C:17]3[C:16]4[C:21](=[CH:22][C:23]([O:24][CH3:25])=[C:14]([O:13][CH3:12])[CH:15]=4)[N:20]=[CH:19][CH:18]=3)=[CH:28][C:29]=2[F:34])=[S:47])=[O:44])=[CH:41][CH:42]=1. Procedure details: 4-(Chloromethyl)-1-benzenecarbonyl isothiocyanate was prepared using commercially available 4-(chloromethyl)-1-benzenecarbonyl chloride (80 mg) as a starting compound according to the description of the literature. 4-[(6,7-Dimethoxy-4-quinolyl)oxy]-2-fluoroaniline (50 mg) was dissolved in toluene (5 ml) and ethanol (1 ml) to prepare a solution. A solution of 4-(chloromethyl)-1-benzenecarbonyl isothiocyanate in ethanol (1 ml) was then added to the solution, and the mixture was stirred at room tem... The reactants are ClC1=NC(=NC(=C1)Cl)OC (4,6-dichloro-2-methoxy-pyrimidine), CN1CC(OC2=C1C=CC=C2)CN (C-(4-methyl-3,4-dihydro-2H-benzo[1,4]oxazin-2-yl)-methylamine), C(=O)(O)[O-].[Na+] (NaHCO3). The solvent is CCO (EtOH). Product: ClC1=CC(=NC(=N1)OC)NCC1OC2=C(N(C1)C)C=CC=C2 ((6-chloro-2-methoxy-pyrimidin-4-yl)-(4-methyl-3,4-dihydro-2H-benzo[1,4]oxazin-2-ylmethyl)-amine). Yield: 98.8%. As a reaction SMILES: Cl[C:2]1[CH:7]=[C:6]([Cl:8])[N:5]=[C:4]([O:9][CH3:10])[N:3]=1.[CH3:11][N:12]1[C:17]2[CH:18]=[CH:19][CH:20]=[CH:21][C:16]=2[O:15][CH:14]([CH2:22][NH2:23])[CH2:13]1.C([O-])(O)=O.[Na+]>CCO>[Cl:8][C:6]1[N:5]=[C:4]([O:9][CH3:10])[N:3]=[C:2]([NH:23][CH2:22][CH:14]2[CH2:13][N:12]([CH3:11])[C:17]3[CH:18]=[CH:19][CH:20]=[CH:21][C:16]=3[O:15]2)[CH:7]=1 |f:2.3|. Reported procedure: A mixture of 4,6-dichloro-2-methoxy-pyrimidine (0.27 g, 1.48 mmol), C-(4-methyl-3,4-dihydro-2H-benzo[1,4]oxazin-2-yl)-methylamine (0.22 g, 1.23 mmol), and NaHCO3 (0.62 g, 7.4 mmol) in EtOH (7 mL) is heated to reflux for 5 h. The mixture is concentrated in vacuo. The residue is partitioned between EtOAc and water, and extracted with EtOAc. The extracts are dried (Na2SO4), and concentrated to afford (6-chloro-2-methoxy-pyrimidin-4-yl)-(4-methyl-3,4-dihydro-2H-benzo[1,4]oxazin-2-ylmethyl)-amine (0.... Reactants: CCCCCn1c2nc(Br)n(Cc3ccc(OC)cc3)c2c(=O)n2c(C)nnc12, Cn1cc(B2OC(C)(C)C(C)(C)O2)cn1, Cc1ccccc1, [Na+], [Na+], O=C([O-])[O-], c1ccc(P(c2ccccc2)(c2ccccc2)[Pd](P(c2ccccc2)(c2ccccc2)c2ccccc2)(P(c2ccccc2)(c2ccccc2)c2ccccc2)P(c2ccccc2)(c2ccccc2)c2ccccc2)cc1. The product is CCCCCn1c2nc(-c3cnn(C)c3)n(Cc3ccc(OC)cc3)c2c(=O)n2c(C)nnc12. RXN SMILES: [Br:1][c:2]1[n:3][c:4]2[n:5]([CH2:25][CH2:26][CH2:27][CH2:28][CH3:29])[c:6]3[n:7]([c:8](=[O:20])[c:9]2[n:10]1[CH2:11][c:12]1[cH:13][cH:14][c:15]([O:18][CH3:19])[cH:16][cH:17]1)[c:21]([CH3:24])[n:22][n:23]3.[CH3:30][n:31]1[n:32][cH:33][c:34]([B:36]2[O:37][C:38]([CH3:39])([CH3:40])[C:41]([CH3:42])([CH3:43])[O:44]2)[cH:35]1.[CH3:51][c:52]1[cH:53][cH:54][cH:55][cH:56][cH:57]1.[Na+:45].[Na+:46].[O-:47][C:48](=[O:49])[O-:50].[cH:58]1[cH:59][cH:60][c:61]([P:62]([Pd:63]([P:64]([c:65]2[cH:66][cH:67][cH:68][cH:69][cH:70]2)([c:71]2[cH:72][cH:73][cH:74][cH:75][cH:76]2)[c:77]2[cH:78][cH:79][cH:80][cH:81][cH:82]2)([P:83]([c:84]2[cH:85][cH:86][cH:87][cH:88][cH:89]2)([c:90]2[cH:91][cH:92][cH:93][cH:94][cH:95]2)[c:96]2[cH:97][cH:98][cH:99][cH:100][cH:101]2)[P:102]([c:103]2[cH:104][cH:105][cH:106][cH:107][cH:108]2)([c:109]2[cH:110][cH:111][cH:112][cH:113][cH:114]2)[c:115]2[cH:116][cH:117][cH:118][cH:119][cH:120]2)([c:121]2[cH:122][cH:123][cH:124][cH:125][cH:126]2)[c:127]2[cH:128][cH:129][cH:130][cH:131][cH:132]2)[cH:133][cH:134]1>>[c:2]1(-[c:34]2[cH:33][n:32][n:31]([CH3:30])[cH:35]2)[n:3][c:4]2[n:5]([CH2:25][CH2:26][CH2:27][CH2:28][CH3:29])[c:6]3[n:7]([c:8](=[O:20])[c:9]2[n:10]1[CH2:11][c:12]1[cH:13][cH:14][c:15]([O:18][CH3:19])[cH:16][cH:17]1)[c:21]([CH3:24])[n:22][n:23]3. The reactants are C(=C)N.C(=C)N1C(CCC1)=O (N-vinylamine N-vinylpyrrolidone), C(=C)N (N-vinylamine), α,α'-azoisobutyronitrile, Cl (hydrochloric acid), [NH4+].[OH-] (NH4OH). Solvent: O (water). Run at temperature 110 celsius. Product: C(=C)N1C(CCC1)=O (N-vinylpyrrolidone), C(=C)NC=O (N-vinylformamide), aqueous solution. RXN SMILES: [NH4+].[OH-].Cl.C(N)=C.[CH:7]([N:9]1[CH2:13][CH2:12][CH2:11][C:10]1=[O:14])=[CH2:8].C(N)=C>O>[CH:7]([N:9]1[CH2:13][CH2:12][CH2:11][C:10]1=[O:14])=[CH2:8].[CH:7]([NH:9][CH:10]=[O:14])=[CH2:8] |f:0.1,3.4|. Reported procedure: 20 g of N-vinylpyrrolidone and 2 g of N-vinylformamide were polymerized in 120 ml of water, to which 1 ml of NH4OH solution was added, at 80° C. under a blanket of argon. Initiator α,α'-azoisobutyronitrile 110 mg, polymerization time 24 h. 145 ml of concentrated hydrochloric acid were added to the resulting aqueous copolymer solution, and the mixture was refluxed (110° C.) for 7 h. The mixture was subsequently worked up as described in A using a strongly basic ion exchanger. 160 g of aqueous sol... Reactants: NC=1C=C2C=C(N(C2=CC1)C)C(=O)OCC (ethyl 5-amino-1-methyl-2-indolecarboxylate), C(C1=CC=CC=C1)(=O)Cl (benzoyl chloride). Run in N1=CC=CC=C1 (pyridine). The product is C(C1=CC=CC=C1)(=O)NC=1C=C2C=C(N(C2=CC1)C)C(=O)OCC (ethyl 5-benzamido-1-methyl-2-indolecarboxylate). Yield: 52.4%. As a reaction SMILES: [NH2:1][C:2]1[CH:3]=[C:4]2[C:8](=[CH:9][CH:10]=1)[N:7]([CH3:11])[C:6]([C:12]([O:14][CH2:15][CH3:16])=[O:13])=[CH:5]2.[C:17](Cl)(=[O:24])[C:18]1[CH:23]=[CH:22][CH:21]=[CH:20][CH:19]=1>N1C=CC=CC=1>[C:17]([NH:1][C:2]1[CH:3]=[C:4]2[C:8](=[CH:9][CH:10]=1)[N:7]([CH3:11])[C:6]([C:12]([O:14][CH2:15][CH3:16])=[O:13])=[CH:5]2)(=[O:24])[C:18]1[CH:23]=[CH:22][CH:21]=[CH:20][CH:19]=1. Reported procedure: In 20 ml of pyridine was dissolved 0.80 g (3.67 mmol) of ethyl 5-amino-1-methyl-2-indolecarboxylate. While stirring at room temperature, 0.57 g (4.03 mmol) of benzoyl chloride was added to the solution. After stirring for 2 hours at 70° C., the reaction mixture was cooled to room temperature and then poured onto ice water. The mixture was then extracted three times with ethyl acetate. The combined extracts were washed with 1N hydrochloric acid and then with saturated sodium hydrogencarbonate sol... Starting materials: [N+](=O)([O-])C=1C=NC=CC1Cl (3-nitro-4-chloropyridine), C(C)(=O)[O-].[NH4+] (ammonium acetate), N (ammonia). Reaction conditions: temperature 135 celsius. The product is [N+](=O)([O-])C=1C=NC=CC1N (3-Nitro-4-aminopyridine). The yield is 59.0%. RXN SMILES: [N+:1]([C:4]1[CH:5]=[N:6][CH:7]=[CH:8][C:9]=1Cl)([O-:3])=[O:2].C([O-])(=O)C.[NH4+:15].N>>[N+:1]([C:4]1[CH:5]=[N:6][CH:7]=[CH:8][C:9]=1[NH2:15])([O-:3])=[O:2] |f:1.2|. Reported procedure: Five grams (31.5 mmol) of 3-nitro-4-chloropyridine was mixed with 26 g of ammonium acetate, and the mixture was heated at 130-140° C. for 3 hours. The mixture was allowed to cool, and then adjusted to pH 10 with concentrated aqueous ammonia. The precipitated powder was collected by filtration to obtain 2.6 g of the intended yield: 59%). The reagents and catalysts are C=1C=CC(=CC1)/C=C/C(=O)/C=C/C2=CC=CC=C2.C=1C=CC(=CC1)/C=C/C(=O)/C=C/C2=CC=CC=C2.C=1C=CC(=CC1)/C=C/C(=O)/C=C/C2=CC=CC=C2.[Pd].[Pd] (Pd2dba3). Procedure details: The (3-bromo-5-fluorophenyl)-methyl-(1-methylpiperidin-4-yl)-amine intermediate is then aminated at the benzo 3-position, as for example, by reacting the intermediate with BINAP, Pd2dba3, benzhydrylideneamine, and sodium t-butoxide, in a suitable solvent, such as toluene or the like, under an inert atmosphere for about 1-3 hr., say about 2 hr., at about 50° C. to 100° C., say about 80° C. The resulting intermediate is treated with 1M HCl or the like in a suitable solvent, such as THF at 0° C. to... Starting materials: BrC=1C=C(C=C(C1)F)N(C1CCN(CC1)C)C ((3-bromo-5-fluorophenyl)-methyl-(1-methylpiperidin-4-yl)-amine), Cl (HCl), CC(C)([O-])C.[Na+] (sodium t-butoxide), C=1C=CC(=CC1)P(C=2C=CC=CC2)C3=CC=C4C=CC=CC4=C3C5=C6C=CC=CC6=CC=C5P(C=7C=CC=CC7)C=8C=CC=CC8 (BINAP), C(C1=CC=CC=C1)(C1=CC=CC=C1)=N (benzhydrylideneamine). As a reaction SMILES: Br[C:2]1[CH:3]=[C:4]([N:9]([CH3:17])[CH:10]2[CH2:15][CH2:14][N:13]([CH3:16])[CH2:12][CH2:11]2)[CH:5]=[C:6]([F:8])[CH:7]=1.C1C=CC(P(C2C(C3C(P(C4C=CC=CC=4)C4C=CC=CC=4)=CC=C4C=3C=CC=C4)=C3C(C=CC=C3)=CC=2)C2C=CC=CC=2)=CC=1.C(=[NH:77])(C1C=CC=CC=1)C1C=CC=CC=1.CC(C)([O-])C.[Na+].Cl>C1C=CC(/C=C/C(/C=C/C2C=CC=CC=2)=O)=CC=1.C1C=CC(/C=C/C(/C=C/C2C=CC=CC=2)=O)=CC=1.C1C=CC(/C=C/C(/C=C/C2C=CC=CC=2)=O)=CC=1.[Pd].[Pd].C1COCC1.C1(C)C=CC=CC=1>[F:8][C:6]1[CH:7]=[C:2]([NH2:77])[CH:3]=[C:4]([N:9]([CH3:17])[CH:10]2[CH2:15][CH2:14][N:13]([CH3:16])[CH2:12][CH2:11]2)[CH:5]=1 |f:3.4,6.7.8.9.10|. Conditions: time 2 hour. Product: FC=1C=C(C=C(C1)N(C1CCN(CC1)C)C)N (5-fluoro-N-methyl-N-(1-methylpiperidin-4-yl)benzene-1,3-diamine). The solvent is C1(=CC=CC=C1)C (toluene), C1CCOC1 (THF). The reactants are O=C1CCC2(CC1)Cc1ccccc1C2, O=[N+]([O-])O, O=C(O)C(F)(F)F. Product: O=C1CCC2(CC1)Cc1ccc([N+](=O)[O-])cc1C2. RXN SMILES: [CH2:1]1[c:2]2[cH:3][cH:4][cH:5][cH:6][c:7]2[CH2:8][C:9]12[CH2:10][CH2:11][C:12](=[O:15])[CH2:13][CH2:14]2.[OH:16][N+:17]([O-:18])=[O:19].[OH:20][C:21]([C:22]([F:23])([F:24])[F:25])=[O:26]>>[CH2:1]1[c:2]2[cH:3][c:4]([N+:17](=[O:16])[O-:18])[cH:5][cH:6][c:7]2[CH2:8][C:9]12[CH2:10][CH2:11][C:12](=[O:15])[CH2:13][CH2:14]2. Reactants: COc1cc(N)ccc1-c1cnco1, NC(=O)c1cnc(NC2CCCCC2N)nc1Nc1ccc(-c2ccno2)cc1. Product: COc1cc(Nc2nc(NC3CCCCC3N)ncc2C(N)=O)ccc1-c1cnco1. RXN SMILES: [CH3:30][O:31][c:32]1[cH:33][c:34]([NH2:35])[cH:36][cH:37][c:38]1-[c:39]1[cH:40][n:41][cH:42][o:43]1.[NH2:1][CH:2]1[CH:3]([NH:8][c:9]2[n:10][cH:11][c:12]([C:27](=[O:28])[NH2:29])[c:13]([NH:15][c:16]3[cH:17][cH:18][c:19](-[c:20]4[o:21][n:22][cH:23][cH:24]4)[cH:25][cH:26]3)[n:14]2)[CH2:4][CH2:5][CH2:6][CH2:7]1>>[NH2:1][CH:2]1[CH:3]([NH:8][c:9]2[n:10][cH:11][c:12]([C:27](=[O:28])[NH2:29])[c:13]([NH:35][c:34]3[cH:33][c:32]([O:31][CH3:30])[c:38](-[c:39]4[cH:40][n:41][cH:42][o:43]4)[cH:37][cH:36]3)[n:14]2)[CH2:4][CH2:5][CH2:6][CH2:7]1.